describe an organic reaction: reactants, conditions, products, and yield From a dataset of the Open Reaction Database (ORD), a public repository of structured organic reaction records. The reactants are CN1C(=NC=2C1=CC=C(C2C(=O)O)C(=O)O)C (1,2-dimethyl-4,5-benzimidazoledicarboxylic acid). Solvent: C(C)(=O)OC(C)=O (acetic anhydride). Conditions: time 4 hour. The product is CN1C(=NC=2C1=CC=C1C2C(=O)OC1=O)C (1,2-Dimethyl-4,5-benzimidazoledicarboxylic anhydride). Yield: 89.9%. Reaction SMILES: [CH3:1][N:2]1[C:6]2=[CH:7][CH:8]=[C:9]([C:14]([OH:16])=[O:15])[C:10]([C:11](O)=[O:12])=[C:5]2[N:4]=[C:3]1[CH3:17]>C(OC(=O)C)(=O)C>[CH3:1][N:2]1[C:6]2=[CH:7][CH:8]=[C:9]3[C:14](=[O:16])[O:15][C:11](=[O:12])[C:10]3=[C:5]2[N:4]=[C:3]1[CH3:17]. Procedure details: A mixture of 1,2-dimethyl-4,5-benzimidazoledicarboxylic acid (1.00 g, 4.27 mmol) and acetic anhydride (10 mL) is stirred 4 hours at reflux temperature, allowed to stand overnight at room temperature and filtered to afford the title product as yellow crystals (0.830 g, 89.8%), mp 295° C. (dec). Starting materials: FC1=C(C=CC(=C1)C(C(C)=O)C)C1=CC=CC=C1 (3-(2-Fluoro-biphenyl-4-yl)-butan2-one), O (Water), [H-].[Na+] (sodium hydride), C(C(=O)OCC)(=O)OCC (diethyl oxalate). Solvent: C1(=CC=CC=C1)C (toluene). Conditions: temperature 40 celsius, time 3 hour. The product is FC1=C(C=CC(=C1)C(C(C=C(C(=O)OCC)O)=O)C)C1=CC=CC=C1 (Ethyl 5-(2-fluoro-biphenyl-4-yl)-2-hydroxy-4-oxo-hex-2-enoate). RXN SMILES: [F:1][C:2]1[CH:7]=[C:6]([CH:8]([CH3:12])[C:9](=[O:11])[CH3:10])[CH:5]=[CH:4][C:3]=1[C:13]1[CH:18]=[CH:17][CH:16]=[CH:15][CH:14]=1.[H-].[Na+].[C:21](OCC)(=[O:27])[C:22]([O:24][CH2:25][CH3:26])=[O:23].O>C1(C)C=CC=CC=1>[F:1][C:2]1[CH:7]=[C:6]([CH:8]([CH3:12])[C:9](=[O:11])[CH:10]=[C:21]([OH:27])[C:22]([O:24][CH2:25][CH3:26])=[O:23])[CH:5]=[CH:4][C:3]=1[C:13]1[CH:14]=[CH:15][CH:16]=[CH:17][CH:18]=1 |f:1.2|. Procedure details: 3-(2-Fluoro-biphenyl-4-yl)-butan2-one (Japanese Patent Unexamined Publication No. 54-144347) (116 mg) was dissolved in toluene (2 ml), followed by adding thereto sodium hydride (29 mg, 60% oily), and the mixture was stirred at room temperature for 1 hour. Then, diethyl oxalate (105 mg) was added and the resulting mixture was stirred at 40° C. for 3 hours. Water was added to the reaction mixture, followed by extraction with ethyl acetate, and the extract solution was washed with water and dried. ...